Dataset: the Open Reaction Database (ORD), a public repository of structured organic reaction records. Task: describe an organic reaction: reactants, conditions, products, and yield Product: CS(=O)(=O)CCNCc1ccc(-c2ccc3ncnc(Nc4ccc(OCc5cccc(F)c5)c(Cl)c4)c3c2)o1. RXN SMILES: [CH3:35][S:36](=[O:37])(=[O:38])[CH2:39][CH2:40][NH2:41].[CH3:47][OH:48].[Cl:1][c:2]1[cH:3][c:4]([NH:5][c:6]2[n:7][cH:8][n:9][c:10]3[cH:11][cH:12][c:13](-[c:16]4[cH:17][cH:18][c:19]([CH:21]=[O:22])[o:20]4)[cH:14][c:15]23)[cH:23][cH:24][c:25]1[O:26][CH2:27][c:28]1[cH:29][c:30]([F:34])[cH:31][cH:32][cH:33]1.[O:42]1[CH2:43][CH2:44][CH2:45][CH2:46]1>>[Cl:1][c:2]1[cH:3][c:4]([NH:5][c:6]2[n:7][cH:8][n:9][c:10]3[cH:11][cH:12][c:13](-[c:16]4[cH:17][cH:18][c:19]([CH2:21][NH:41][CH2:40][CH2:39][S:36]([CH3:35])(=[O:37])=[O:38])[o:20]4)[cH:14][c:15]23)[cH:23][cH:24][c:25]1[O:26][CH2:27][c:28]1[cH:29][c:30]([F:34])[cH:31][cH:32][cH:33]1. The reactants are CS(=O)(=O)CCN, CO, O=Cc1ccc(-c2ccc3ncnc(Nc4ccc(OCc5cccc(F)c5)c(Cl)c4)c3c2)o1, C1CCOC1.